From a dataset of the Open Reaction Database (ORD), a public repository of structured organic reaction records. describe an organic reaction: reactants, conditions, products, and yield Starting materials: 8a, IC1=C2C=NNC2=CC=C1 (4-Iodo-1H-indazole), C[Si](C)(C)C#C (trimethylsilyl acetylene). Yields the product C[Si](C)(C)C#CC1=C2C=NNC2=CC=C1 (4-(trimethylsilyl)ethynyl-1H-indazole). Isolated yield 56.7%. As a reaction SMILES: I[C:2]1[CH:10]=[CH:9][CH:8]=[C:7]2[C:3]=1[CH:4]=[N:5][NH:6]2.[CH3:11][Si:12]([C:15]#[CH:16])([CH3:14])[CH3:13]>>[CH3:11][Si:12]([C:15]#[C:16][C:2]1[CH:10]=[CH:9][CH:8]=[C:7]2[C:3]=1[CH:4]=[N:5][NH:6]2)([CH3:14])[CH3:13]. Reported procedure: In an adaption of GP 8a, 4-Iodo-1H-indazole (1.00 g, 4.10 mmol) was reacted with trimethylsilyl acetylene (0.61 mL, 4.30 mmol) at 90° C. for 5 h to give 498 mg (57%) of pure 4-(trimethylsilyl)ethynyl-1H-indazole. Reactants: trans-4-n-pentylcyclohexane carbinol, CCOCC (ether), CCOCC (ether), [Cr](=O)(=O)([O-])Cl.[NH+]1=CC=CC=C1 (pyridinium chlorochromate), C(Cl)Cl (methylene chloride). Product: C(CCCC)[C@@H]1CC[C@H](CC1)C=O (trans-4-n-pentylcyclohexane carboxaldehyde). RXN SMILES: [Cr](Cl)([O-])(=O)=O.[NH+]1[CH:11]=[CH:10][CH:9]=[CH:8][CH:7]=1.C(Cl)Cl.CC[O:17][CH2:18][CH3:19]>>[CH2:7]([C@H:9]1[CH2:10][CH2:11][C@H:19]([CH:18]=[O:17])[CH2:7][CH2:8]1)[CH2:8][CH2:9][CH2:10][CH3:11] |f:0.1|. Reported procedure: A solution of 59.0 g. of trans-4-n-pentylcyclohexane carbinol in 100 ml. of ether is added to a suspension of 125 g. of pyridinium chlorochromate in 900 ml. of methylene chloride and the mixture is stirred at room temperature for 2 hours. The mixture is then diluted with 400 ml. of ether, stirred for a further 15 minutes and the solution is decanted off from the tarry precipitate. The precipitate is back-washed with ether. The combined organic solutions are filtered through a Florisil column. Th... Starting materials: CC(=O)OC(C)=O, OCc1cccc(Cl)c1, c1ccccc1. Yields the product CC(=O)OCc1cccc(Cl)c1. Reaction SMILES: [C:10]([CH3:11])(=[O:12])[O:13][C:14](=[O:15])[CH3:16].[Cl:1][c:2]1[cH:3][c:4]([CH2:5][OH:6])[cH:7][cH:8][cH:9]1.[cH:17]1[cH:18][cH:19][cH:20][cH:21][cH:22]1>>[Cl:1][c:2]1[cH:3][c:4]([CH2:5][O:6][C:10]([CH3:11])=[O:12])[cH:7][cH:8][cH:9]1. Product: N1C(=CC2=CC=CC=C12)C(=O)NC1=CC=C(C2=C1OCCCO2)C(=O)O (9-[(1H-indole-2-carbonyl)amino]-3,4-dihydro-2H-benzo[b][1,4]dioxepine-6-carboxylic acid). Procedure: 9-[(1H-indole-2-carbonyl)amino]-3,4-dihydro-2H-benzo[b][1,4]dioxepine-6-carboxylic acid methyl ester (E-2; R=H; 50 mg) was combined with 1 mL of THF and 1 mL of 1M NaOH and the reaction stirred for 4 days at room temperature. The solid was collected on a filter to yield 23 mg of a solid. LCMS: AP+ 353. Conditions: time 4 day. As a reaction SMILES: C[O:2][C:3]([C:5]1[C:15]2[O:14][CH2:13][CH2:12][CH2:11][O:10][C:9]=2[C:8]([NH:16][C:17]([C:19]2[NH:20][C:21]3[C:26]([CH:27]=2)=[CH:25][CH:24]=[CH:23][CH:22]=3)=[O:18])=[CH:7][CH:6]=1)=[O:4].[OH-].[Na+]>C1COCC1>[NH:20]1[C:21]2[C:26](=[CH:25][CH:24]=[CH:23][CH:22]=2)[CH:27]=[C:19]1[C:17]([NH:16][C:8]1[C:9]2[O:10][CH2:11][CH2:12][CH2:13][O:14][C:15]=2[C:5]([C:3]([OH:4])=[O:2])=[CH:6][CH:7]=1)=[O:18] |f:1.2|. Reactants: COC(=O)C1=CC=C(C=2OCCCOC21)NC(=O)C=2NC1=CC=CC=C1C2 (9-[(1H-indole-2-carbonyl)amino]-3,4-dihydro-2H-benzo[b][1,4]dioxepine-6-carboxylic acid methyl ester), [OH-].[Na+] (NaOH). Isolated yield 47.8%. Run in C1CCOC1 (THF). The reactants are COC=1C=C(C=CC1)O (3-methoxy-phenol), C1=CC=CCC1 (cyclohexadiene), AuCl3. The reagents and catalysts are C(F)(F)(F)S(=O)(=O)[O-].[Ag+] (AgOTf). The solvent is C(Cl)Cl (CH2Cl2), C(Cl)Cl (CH2Cl2), C(Cl)Cl (CH2Cl2). Run at temperature 40 celsius, time 8 hour. Product: COC1=CC2=C(C3C(O2)CCCC3)C=C1 (7-Methoxy-1,2,3,4,4a,9b-hexahydro-dibenzofuran), COC1=CC2=C(C3=C(O2)CCCC3)C=C1 (7-methoxy-1,2,3,4-tetrahydro-dibenzofuran). Reaction SMILES: [CH3:1][O:2][C:3]1[CH:4]=[C:5]([OH:9])[CH:6]=[CH:7][CH:8]=1.[CH:10]1[CH2:15][CH2:14][CH:13]=[CH:12][CH:11]=1>C(Cl)Cl.C(S([O-])(=O)=O)(F)(F)F.[Ag+]>[CH3:1][O:2][C:3]1[CH:8]=[CH:7][C:6]2[CH:10]3[CH2:15][CH2:14][CH2:13][CH2:12][CH:11]3[O:9][C:5]=2[CH:4]=1.[CH3:1][O:2][C:3]1[CH:8]=[CH:7][C:6]2[C:10]3[CH2:15][CH2:14][CH2:13][CH2:12][C:11]=3[O:9][C:5]=2[CH:4]=1 |f:3.4|. Reported procedure: A solution of AuCl3 (0.303 g, 1.0 mmol) and AgOTf (0.770 g, 3.0 mmol) was stirred in anhydrous CH2Cl2 (150 mL) for 2 hours. 3-methoxy-phenol (2.48 g, 20 mmol) in CH2Cl2 (25 mL) was added, followed by addition of cyclohexadiene in CH2Cl2 (25 mL) at 40° C. over two hours. The reaction mixture was stirred at 40° C. overnight. The reaction mixture was passed through a silica gel plug. The filtrate was concentrated. The residue was purified by silica gel chromatography (5-30% CH2Cl2/heptane) to give ... Starting materials: O1C(CCCC1)OCCCC(=O)C=1N=CN(C1)C(C1=CC=CC=C1)(C1=CC=CC=C1)C1=CC=CC=C1 (4-(Tetrahydro-2H-pyran-2-yloxy)-1-(1-trityl-1H-imidazol-4-yl)butan-1-one), Cl (hydrochloric acid), C([O-])(O)=O.[Na+] (Sodium bicarbonate). The solvent is O1CCCC1 (tetrahydrofuran). Conditions: time 3 hour. Yields the product OCCCC(=O)C=1N=CNC1 (4-hydroxy-1-(1H-imidazol-4-yl)butan-1-one). Isolated yield 102.6%. Reaction SMILES: O1CCCCC1[O:7][CH2:8][CH2:9][CH2:10][C:11]([C:13]1[N:14]=[CH:15][N:16](C(C2C=CC=CC=2)(C2C=CC=CC=2)C2C=CC=CC=2)[CH:17]=1)=[O:12].Cl.C(=O)(O)[O-].[Na+]>O1CCCC1>[OH:7][CH2:8][CH2:9][CH2:10][C:11]([C:13]1[N:14]=[CH:15][NH:16][CH:17]=1)=[O:12] |f:2.3|. Procedure details: 4-(Tetrahydro-2H-pyran-2-yloxy)-1-(1-trityl-1H-imidazol-4-yl)butan-1-one (28.51 g) and 6 N hydrochloric acid (17.5 ml) were dissolved in tetrahydrofuran (200 ml) and the mixture was stirred at room temperature for 3 h. Sodium bicarbonate (8.82 g) was added to the reaction mixture, and after removal of the precipitate by filtration, the filtrate was concentrated under reduced pressure. The residue was purified by silica gel column chromatography (eluent; ethyl acetate:methanol=4:1) and recrystall...